This data is from the Open Reaction Database (ORD), a public repository of structured organic reaction records. The task is: describe an organic reaction: reactants, conditions, products, and yield The reactants are CC(CO)C1CCCC2C(O[Si](C)(C)C(C)(C)C)CCCC12C, O=C(Cl)C(=O)Cl, CS(C)=O, ClCCl. Product: CC(C=O)C1CCCC2C(O[Si](C)(C)C(C)(C)C)CCCC12C. RXN SMILES: [C:11]([CH3:12])([CH3:13])([CH3:14])[Si:15]([O:16][CH:17]1[CH:18]2[CH2:19][CH2:20][CH2:21][CH:22]([CH:28]([CH2:29][OH:30])[CH3:31])[C:23]2([CH3:27])[CH2:24][CH2:25][CH2:26]1)([CH3:32])[CH3:33].[C:5]([Cl:6])(=[O:7])[C:8]([Cl:9])=[O:10].[CH3:1][S:2]([CH3:3])=[O:4].[Cl:34][CH2:35][Cl:36]>>[C:11]([CH3:12])([CH3:13])([CH3:14])[Si:15]([O:16][CH:17]1[CH:18]2[CH2:19][CH2:20][CH2:21][CH:22]([CH:28]([CH:29]=[O:30])[CH3:31])[C:23]2([CH3:27])[CH2:24][CH2:25][CH2:26]1)([CH3:32])[CH3:33]. Starting materials: Cl, CC(C)NCC(=O)c1cc(C#N)c(N)c(C#N)c1. Yields the product CC(C)NCC(O)c1cc(C#N)c(N)c(C#N)c1. Reaction SMILES: [ClH:1].[NH2:2][c:3]1[c:4]([C:18]#[N:19])[cH:5][c:6]([C:11]([CH2:12][NH:13][CH:14]([CH3:15])[CH3:16])=[O:17])[cH:7][c:8]1[C:9]#[N:10]>>[NH2:2][c:3]1[c:4]([C:18]#[N:19])[cH:5][c:6]([CH:11]([CH2:12][NH:13][CH:14]([CH3:15])[CH3:16])[OH:17])[cH:7][c:8]1[C:9]#[N:10]. Reactants: O=C1CCC(=O)N1Br, CCOC(C)=O, COC(=O)c1cn2ccnc2c(Cl)c1Nc1ccc(Br)cc1Cl, ClC(Cl)Cl. Product: COC(=O)c1cn2c(Br)cnc2c(Cl)c1Nc1ccc(Br)cc1Cl. As a reaction SMILES: [Br:1][N:2]1[C:3](=[O:4])[CH2:5][CH2:6][C:7]1=[O:8].[CH3:36][CH2:37][O:38][C:39](=[O:40])[CH3:41].[CH3:9][O:10][C:11](=[O:12])[c:13]1[c:14]([NH:23][c:24]2[c:25]([Cl:31])[cH:26][c:27]([Br:30])[cH:28][cH:29]2)[c:15]([Cl:22])[c:16]2[n:17]([cH:18]1)[cH:19][cH:20][n:21]2.[CH:32]([Cl:33])([Cl:34])[Cl:35]>>[Br:1][c:19]1[n:17]2[c:16]([c:15]([Cl:22])[c:14]([NH:23][c:24]3[c:25]([Cl:31])[cH:26][c:27]([Br:30])[cH:28][cH:29]3)[c:13]([C:11]([O:10][CH3:9])=[O:12])[cH:18]2)[n:21][cH:20]1. Starting materials: C1(=CC=CC=C1)CBr (phenylmethyl bromide), [H-].[Na+] (sodium hydride), [H][H] (hydrogen), FC(=CCCCCCCCCCCO)F (12,12-difluoro-11-dodecen-1-ol). The solvent is O1CCCC1 (tetrahydrofuran), C(C)OCC (diethyl ether), O1CCCC1 (tetrahydrofuran). Run at time 18 hour. The product is C1(=CC=CC=C1)COCCCCCCCCCCC=C(F)F (12,12-difluoro-11-dodecenyl phenylmethyl ether). Yield: 37.9%. As a reaction SMILES: [H-].[Na+].[F:3][C:4]([F:17])=[CH:5][CH2:6][CH2:7][CH2:8][CH2:9][CH2:10][CH2:11][CH2:12][CH2:13][CH2:14][CH2:15][OH:16].[H][H].[C:20]1([CH2:26]Br)[CH:25]=[CH:24][CH:23]=[CH:22][CH:21]=1>O1CCCC1.C(OCC)C>[C:20]1([CH2:26][O:16][CH2:15][CH2:14][CH2:13][CH2:12][CH2:11][CH2:10][CH2:9][CH2:8][CH2:7][CH2:6][CH:5]=[C:4]([F:17])[F:3])[CH:25]=[CH:24][CH:23]=[CH:22][CH:21]=1 |f:0.1|. Procedure details: Under a nitrogen atmosphere a stirred mixture of 0.18 gram (0.0075 mole) of sodium hydride in 25 ml of tetrahydrofuran was cooled in an ice-bath, and 1.5 grams (0.0068 mole) of 12,12-difluoro-11-dodecen-1-ol (prepared in Example 5) was added dropwise. Upon completion of addition and when the evolution of hydrogen ceased, a solution of 1.2 grams (0.0068 mole) of phenylmethyl bromide in 5 ml of tetrahydrofuran was added dropwise. Upon completion of addition, the reaction mixture was stirred at amb... Reactants: FC=1C=CC=2N(C1)C(=NN2)[C@H]2CNCC2 (6-Fluoro-3-(R)-pyrrolidin-3-yl-[1,2,4]triazolo[4,3-a]pyridine), C=O (formaldehyde), CC(=O)O (AcOH), [BH-](OC(=O)C)(OC(=O)C)OC(=O)C.[Na+] (NaBH(OAc)3). The solvent is C(Cl)Cl (DCM), CO (MeOH). Reaction conditions: time 16 hour. Product: FC=1C=CC=2N(C1)C(=NN2)[C@H]2CN(CC2)C (6-Fluoro-3-((R)-1-methyl-pyrrolidin-3-yl)-[1,2,4]triazolo[4,3-a]pyridine). RXN SMILES: [F:1][C:2]1[CH:3]=[CH:4][C:5]2[N:6]([C:8]([C@@H:11]3[CH2:15][CH2:14][NH:13][CH2:12]3)=[N:9][N:10]=2)[CH:7]=1.C=O.[CH3:18]C(O)=O.[BH-](OC(C)=O)(OC(C)=O)OC(C)=O.[Na+]>C(Cl)Cl.CO>[F:1][C:2]1[CH:3]=[CH:4][C:5]2[N:6]([C:8]([C@@H:11]3[CH2:15][CH2:14][N:13]([CH3:18])[CH2:12]3)=[N:9][N:10]=2)[CH:7]=1 |f:3.4|. Procedure details: To a solution of Intermediate 90c (225 mg, 1.09 mmol), formaldehyde (37% in water, 0.885 mL, 10.9 mmol) and AcOH (0.0625 mL, 1.09 mmol) in DCM (20 mL) and MeOH (1 mL) was added NaBH(OAc)3 (462 mg, 2.18 mmol) (CARE: gas evolution) and the pale yellow solution stirred at RT for 16 h. The solution was concentrated to 2 mL volume, then was applied to an SCX-2 cartridge and was washed with MeOH (25 mL). The product was eluted with 2M NH3 in MeOH (25 mL); concentration in vacuo left the title compound... The reactants are Cl, NC1=NS(=O)(=O)c2cccc(O)c21, [Na+], [OH-], O. Product: O=C1NS(=O)(=O)c2cccc(O)c21. RXN SMILES: [ClH:16].[NH2:1][C:2]1=[N:3][S:4](=[O:12])(=[O:13])[c:5]2[c:6]1[c:7]([OH:11])[cH:8][cH:9][cH:10]2.[Na+:15].[OH-:14].[OH2:17]>>[C:2]1(=[O:14])[NH:3][S:4](=[O:12])(=[O:13])[c:5]2[c:6]1[c:7]([OH:11])[cH:8][cH:9][cH:10]2. Starting materials: OC=C1C(OC2=CC=CC=C2C1=O)C1=CC=CC=C1 (3-hydroxymethylideneflavanone), NC1=C(C=CC=C1)O (o-aminophenol). Product: OC1=C(C=CC=C1)NC=C1C(OC2=CC=CC=C2C1=O)C1=CC=CC=C1 (3-(N-2-hydroxyphenyl)aminomethylidene-flavanone). RXN SMILES: O[CH:2]=[C:3]1[C:12](=[O:13])[C:11]2[C:6](=[CH:7][CH:8]=[CH:9][CH:10]=2)[O:5][CH:4]1[C:14]1[CH:19]=[CH:18][CH:17]=[CH:16][CH:15]=1.[NH2:20][C:21]1[CH:26]=[CH:25][CH:24]=[CH:23][C:22]=1[OH:27]>>[OH:27][C:22]1[CH:23]=[CH:24][CH:25]=[CH:26][C:21]=1[NH:20][CH:2]=[C:3]1[C:12](=[O:13])[C:11]2[C:6](=[CH:7][CH:8]=[CH:9][CH:10]=2)[O:5][CH:4]1[C:14]1[CH:19]=[CH:18][CH:17]=[CH:16][CH:15]=1. Reported procedure: As in example 18 but starting from 5 g 3-hydroxymethylideneflavanone and 2.16 g o-aminophenol. Pure 3-(N-2-hydroxyphenyl)aminomethylidene-flavanone is obtained as yellow crystals; m.p. 226°-228° C. Starting materials: COC1=C(C=C(C=C1)NC(=O)C1=CC=C(C=C1)C1=C(C=C(C=C1)C1=NOC(=N1)C)C)N1CCN(CC1)C (N-[4-Methoxy-3-(4-methyl-1-piperazinyl) phenyl]-2'-methyl-4' -(5-methyl -1,2,4-oxadiazol-3-yl) [1,1'-biphenyl]-4-carboxamide), Cl.N1=CC=CC=C1 (pyridine hydrochloride). The solvent is C([O-])(O)=O.[Na+] (Sodium bicarbonate). The product is OC1=C(C=C(C=C1)NC(=O)C1=CC=C(C=C1)C1=C(C=C(C=C1)C1=NOC(=N1)C)C)N1CCN(CC1)C (N-[4-Hydroxy-3-(4-methyl-1-piperazinyl)phenyl]-2'-methyl-4'-(5-methyl-1,2,4-oxadiazol-3-yl)[1,1'-biphenyl]-4-carboxamide). Isolated yield 30.5%. Reaction SMILES: C[O:2][C:3]1[CH:8]=[CH:7][C:6]([NH:9][C:10]([C:12]2[CH:17]=[CH:16][C:15]([C:18]3[CH:23]=[CH:22][C:21]([C:24]4[N:28]=[C:27]([CH3:29])[O:26][N:25]=4)=[CH:20][C:19]=3[CH3:30])=[CH:14][CH:13]=2)=[O:11])=[CH:5][C:4]=1[N:31]1[CH2:36][CH2:35][N:34]([CH3:37])[CH2:33][CH2:32]1.Cl.N1C=CC=CC=1>C(=O)(O)[O-].[Na+]>[OH:2][C:3]1[CH:8]=[CH:7][C:6]([NH:9][C:10]([C:12]2[CH:13]=[CH:14][C:15]([C:18]3[CH:23]=[CH:22][C:21]([C:24]4[N:28]=[C:27]([CH3:29])[O:26][N:25]=4)=[CH:20][C:19]=3[CH3:30])=[CH:16][CH:17]=2)=[O:11])=[CH:5][C:4]=1[N:31]1[CH2:32][CH2:33][N:34]([CH3:37])[CH2:35][CH2:36]1 |f:1.2,3.4|. Procedure details: A mixture of the product of Example 1 (91 mg) and pyridine hydrochloride (2 g) was heated to 180°-190° for 8 h. Sodium bicarbonate (8%; 30 ml) was added and the mixture extracted with dichloromethane (2×25 ml). The dried extracts were evaporated to give a dark oil. This material was chromatographed on silica gel (Merck 7729, 10 g) eluting with System A (200:8:1) to give the title compound as a colourless foam (27 mg).